This data is from the Open Reaction Database (ORD), a public repository of structured organic reaction records. The task is: describe an organic reaction: reactants, conditions, products, and yield Reactants: C(C)(=O)O (acetic acid), BrC=1OC2=C(C1C1=CC=CC=C1)C=C(C=C2)CS(=O)C (2-bromo-5-methylsulfinylmethyl-3-phenylbenzofuran), [N+](=O)([N+](=O)[O-])[O-] (dinitrogen tetraoxide), C(C)(=O)O (acetic acid), C(C(=C)CC(=O)O)(=O)O (itaconic acid). The solvent is O (water), C(Cl)(Cl)Cl (chloroform). Reaction conditions: time 2 hour. The product is CS(=O)CC=1C=CC2=C(C(=C(O2)[N+](=O)[O-])C2=CC=CC=C2)C1 (5-methylsulfinylmethyl-2-nitro-3-phenylbenzofuran). As a reaction SMILES: Br[C:2]1[O:3][C:4]2[CH:16]=[CH:15][C:14]([CH2:17][S:18]([CH3:20])=[O:19])=[CH:13][C:5]=2[C:6]=1[C:7]1[CH:12]=[CH:11][CH:10]=[CH:9][CH:8]=1.C(O)(=O)C.C(O)(=O)C(CC(O)=O)=C.[N+:34]([O-:39])([N+]([O-])=O)=[O:35]>C(Cl)(Cl)Cl.O>[CH3:20][S:18]([CH2:17][C:14]1[CH:15]=[CH:16][C:4]2[O:3][C:2]([N+:34]([O-:39])=[O:35])=[C:6]([C:7]3[CH:12]=[CH:11][CH:10]=[CH:9][CH:8]=3)[C:5]=2[CH:13]=1)=[O:19]. Procedure: The product of step A is dissolved in 100 ml. of acetic acid, 3.3 g. of itaconic acid is added followed by 2.3 g. of dinitrogen tetraoxide in 10 ml. of acetic acid (the latter being added dropwise). After two hours, the mixture is poured into water and extracted with diethyl ether. The ether extracts are washed with dilute sodium bicarbonate solution, with saturated sodium chloride solution, then dried. Evaporation provides a solid which is dissolved in chloroform and chromatographically fractio... Starting materials: Cl (HCl), C(=O)([O-])[O-].[Na+].[Na+] (Na2CO3), BrC=1C=C(C=CC1)O (3-bromophenol), B(O)(O)C1=CC=C(C(=O)O)C=C1 (4-boronobenzoic acid). The reagents and catalysts are C=1C=CC(=CC1)[P](C=2C=CC=CC2)(C=3C=CC=CC3)[Pd]([P](C=4C=CC=CC4)(C=5C=CC=CC5)C=6C=CC=CC6)([P](C=7C=CC=CC7)(C=8C=CC=CC8)C=9C=CC=CC9)[P](C=1C=CC=CC1)(C=1C=CC=CC1)C=1C=CC=CC1 (Pd(PPh3)4). Run in CC#N (MeCN). Conditions: temperature 90 celsius. The product is OC=1C=C(C=CC1)C1=CC=C(C=C1)C(=O)OC (Methyl 3′-hydroxy-[1,1′-biphenyl]-4-carboxylate). Yield: 57.0%. RXN SMILES: [C:1]([O-])([O-])=O.[Na+].[Na+].Br[C:8]1[CH:9]=[C:10]([OH:14])[CH:11]=[CH:12][CH:13]=1.B([C:18]1[CH:26]=[CH:25][C:21]([C:22]([OH:24])=[O:23])=[CH:20][CH:19]=1)(O)O.Cl>CC#N.C1C=CC([P]([Pd]([P](C2C=CC=CC=2)(C2C=CC=CC=2)C2C=CC=CC=2)([P](C2C=CC=CC=2)(C2C=CC=CC=2)C2C=CC=CC=2)[P](C2C=CC=CC=2)(C2C=CC=CC=2)C2C=CC=CC=2)(C2C=CC=CC=2)C2C=CC=CC=2)=CC=1>[OH:14][C:10]1[CH:9]=[C:8]([C:18]2[CH:26]=[CH:25][C:21]([C:22]([O:24][CH3:1])=[O:23])=[CH:20][CH:19]=2)[CH:13]=[CH:12][CH:11]=1 |f:0.1.2,^1:34,36,55,74|. Procedure details: An aqueous 0.4 M Na2CO3 solution (21.7 mL) was added to a solution of 3-bromophenol (500 mg, 2.89 mmol) and 4-boronobenzoic acid (480 mg, 2.89 mmol) in MeCN (14.5 mL). The mixture was degassed with argon (10 min) then Pd(PPh3)4 (168 mg, 0.14 mmol) was added. The reaction mixture was heated to 90° C. for 12 h. The cooled mixture was acidified with aqueous 1 N HCl solution and extracted with EtOAc. The organic layer was washed with brine, dried (MgSO4), filtered and concentrated under reduced pres...